This data is from the Open Reaction Database (ORD), a public repository of structured organic reaction records. The task is: describe an organic reaction: reactants, conditions, products, and yield Reactants: CC(=O)Nc1ccc(NC(=O)NCCCl)cc1, C[O-], CN(C)C=O, CO, [Na+]. Yields the product CC(=O)Nc1ccc(N2CCNC2=O)cc1. RXN SMILES: [C:1]([CH3:2])(=[O:3])[NH:4][c:5]1[cH:6][cH:7][c:8]([NH:11][C:12](=[O:13])[NH:14][CH2:15][CH2:16][Cl:17])[cH:9][cH:10]1.[CH3:18][O-:19].[CH3:21][N:22]([CH3:23])[CH:24]=[O:25].[CH3:26][OH:27].[Na+:20]>>[C:1]([CH3:2])(=[O:3])[NH:4][c:5]1[cH:6][cH:7][c:8]([N:11]2[C:12](=[O:13])[NH:14][CH2:15][CH2:16]2)[cH:9][cH:10]1. Starting materials: BrC1=CC(=C(C=C1)NC1CC2CCC(C1)N2C)CC(OC)OC (N-(4-Bromo-2-(2,2-dimethoxyethyl)phenyl)-8-methyl-8-azabicyclo[3.2.1]octan-3-amine). The solvent is Cl.CO (HCl methanol). Yields the product BrC=1C=C2C=CN(C2=CC1)C1CC2CCC(C1)N2C (5-Bromo-1-(8-methyl-8-azabicyclo[3.2.1]octan-3-yl)-1H-indole). Yield: 127.1%. Reaction SMILES: [Br:1][C:2]1[CH:7]=[CH:6][C:5]([NH:8][CH:9]2[CH2:15][CH:14]3[N:16]([CH3:17])[CH:11]([CH2:12][CH2:13]3)[CH2:10]2)=[C:4]([CH2:18][CH:19](OC)OC)[CH:3]=1>Cl.CO>[Br:1][C:2]1[CH:3]=[C:4]2[C:5](=[CH:6][CH:7]=1)[N:8]([CH:9]1[CH2:15][CH:14]3[N:16]([CH3:17])[CH:11]([CH2:12][CH2:13]3)[CH2:10]1)[CH:19]=[CH:18]2 |f:1.2|. Procedure: Compound 83 (118 mg, 0.308 mmol) was dissolved in anhydrous 1M HCl/methanol (10 mL) in a dry argon purged flask, refluxed for 1 hour, concentrated under reduced pressure to yield a shiny brown solid, 84 (125 mg, 100%) as a 5:1 or 1:5 mixture of endo/exo stereoisomers. 1H NMR (major isomer-DMSO-d6) δ 1.85-1.96 (m, 2H), 2.15-2.26 (m, 2H), 2.31-2.40 (m, 2H), 2.66 (d, 3H, J=4.9 Hz), 2.76-2.93 (m, 2H), 3.87-3.96 (m, 2H), 4.99-5.11 (m, 1H), 6.49 (d, 1H, J=3.4 Hz), 7.24-7.34 (m, 1H), 7.49 (d, 1H, J=8.8... Starting materials: Cc1nn(-c2c(Cl)cc(C(F)(F)F)cc2Cl)nc1CO, ClCCl, O=[Cr](=O)([O-])O[Cr](=O)(=O)[O-], c1cc[nH+]cc1, c1cc[nH+]cc1. The product is Cc1nn(-c2c(Cl)cc(C(F)(F)F)cc2Cl)nc1C=O. Reaction SMILES: [Cl:22][c:23]1[c:24](-[n:34]2[n:35][c:36]([CH3:41])[c:37]([CH2:39][OH:40])[n:38]2)[c:25]([Cl:33])[cH:26][c:27]([C:29]([F:30])([F:31])[F:32])[cH:28]1.[Cl:42][CH2:43][Cl:44].[Cr:1]([O:2][Cr:3]([O-:4])(=[O:5])=[O:6])([O-:7])(=[O:8])=[O:9].[nH+:10]1[cH:11][cH:12][cH:13][cH:14][cH:15]1.[nH+:16]1[cH:17][cH:18][cH:19][cH:20][cH:21]1>>[Cl:22][c:23]1[c:24](-[n:34]2[n:35][c:36]([CH3:41])[c:37]([CH:39]=[O:40])[n:38]2)[c:25]([Cl:33])[cH:26][c:27]([C:29]([F:30])([F:31])[F:32])[cH:28]1. As a reaction SMILES: [CH3:37][N:38]([CH3:39])[CH:40]=[O:41].[CH:13]([N:14]([CH:15]([CH3:16])[CH3:17])[CH2:18][CH3:19])([CH3:20])[CH3:21].[Cl:1][c:2]1[c:3]([CH3:12])[cH:4][c:5]([N+:9](=[O:10])[O-:11])[c:6]([Cl:8])[cH:7]1.[NH2:22][CH:23]1[CH2:24][CH2:25][N:26]([C:29](=[O:30])[O:31][C:32]([CH3:33])([CH3:34])[CH3:35])[CH2:27][CH2:28]1.[OH2:36]>>[Cl:1][c:2]1[c:3]([CH3:12])[cH:4][c:5]([N+:9](=[O:10])[O-:11])[c:6]([NH:22][CH:23]2[CH2:24][CH2:25][N:26]([C:29](=[O:30])[O:31][C:32]([CH3:33])([CH3:34])[CH3:35])[CH2:27][CH2:28]2)[cH:7]1. The reactants are CN(C)C=O, CCN(C(C)C)C(C)C, Cc1cc([N+](=O)[O-])c(Cl)cc1Cl, CC(C)(C)OC(=O)N1CCC(N)CC1, O. Yields the product Cc1cc([N+](=O)[O-])c(NC2CCN(C(=O)OC(C)(C)C)CC2)cc1Cl. Reactants: ClC1=NC(=C(C=O)C=C1)O (6-Chloro-2-hydroxynicotinaldehyde), C[C@@H]1N[C@@H](CNC1)C (cis-2,6-dimethylpiperazine). Solvent: CS(=O)C (DMSO). Reaction conditions: temperature 100 celsius, time 3 hour. Yields the product C[C@@H]1CN(C[C@@H](N1)C)C1=NC(=C(C=O)C=C1)O (6-(cis-3,5-dimethylpiperazin-1-yl)-2-hydroxynicotinaldehyde). As a reaction SMILES: Cl[C:2]1[CH:9]=[CH:8][C:5]([CH:6]=[O:7])=[C:4]([OH:10])[N:3]=1.[CH3:11][C@H:12]1[CH2:17][NH:16][CH2:15][C@@H:14]([CH3:18])[NH:13]1>CS(C)=O>[CH3:11][C@H:12]1[NH:13][C@@H:14]([CH3:18])[CH2:15][N:16]([C:2]2[CH:9]=[CH:8][C:5]([CH:6]=[O:7])=[C:4]([OH:10])[N:3]=2)[CH2:17]1. Procedure details: 6-Chloro-2-hydroxynicotinaldehyde (1.06 g, 6.76 mmol) was dissolved in DMSO (20 mL) at room temperature. The solution was treated with cis-2,6-dimethylpiperazine (1.16 g, 10.18 mmol) at room temperature. The reaction mixture was stirred at 100° C. for 3 hours and cooled to room temperature to yield crude 6-(cis-3,5-dimethylpiperazin-1-yl)-2-hydroxynicotinaldehyde. MS m/z 236 [M+H]+. Reactants: COc1cc2[nH]c(=O)cc(C(F)(F)F)c2cc1OC, CC(C)=O, CS(C)=O, ClCCl, O=[N+]([O-])O, O=S(=O)(O)O. Product: COc1cc2[nH]c(=O)c([N+](=O)[O-])c(C(F)(F)F)c2cc1OC. Reaction SMILES: [CH3:1][O:2][c:3]1[cH:4][c:5]2[c:6]([C:16]([F:17])([F:18])[F:19])[cH:7][c:8](=[O:15])[nH:9][c:10]2[cH:11][c:12]1[O:13][CH3:14].[CH3:29][C:30]([CH3:31])=[O:32].[CH3:36][S:37]([CH3:38])=[O:39].[Cl:33][CH2:34][Cl:35].[OH:20][N+:21]([O-:22])=[O:23].[S:24](=[O:25])(=[O:26])([OH:27])[OH:28]>>[CH3:1][O:2][c:3]1[cH:4][c:5]2[c:6]([C:16]([F:17])([F:18])[F:19])[c:7]([N+:21](=[O:20])[O-:22])[c:8](=[O:15])[nH:9][c:10]2[cH:11][c:12]1[O:13][CH3:14].